describe an organic reaction: reactants, conditions, products, and yield From a dataset of the Open Reaction Database (ORD), a public repository of structured organic reaction records. Reactants: C(C)(C)(C)ON=C1C=C(OC2=CC=C(C=C12)O)C1=CC=2N(C=N1)C=CC2 (6-hydroxy-2-pyrrolo[1,2-c]pyrimidin-3-yl-chromen-4-one O-tert-butyl-oxime), BrCC(=O)NC1=NC=C(C=C1)F (2-Bromo-N-(5-fluoro-pyridin-2-yl)-acetamide). Yields the product FC=1C=CC(=NC1)NC(COC=1C=C2C(C=C(OC2=CC1)C1=CC=2N(C=N1)C=CC2)=NO)=O (N-(5-Fluoro-pyridin-2-yl)-2-{4-hydroxyimino-2-pyrrolo[1,2-c]pyrimidin-3-yl-4H-chromen-6-yloxy}-acetamide). Reaction SMILES: C([O:5][N:6]=[C:7]1[C:16]2[C:11](=[CH:12][CH:13]=[C:14]([OH:17])[CH:15]=2)[O:10][C:9]([C:18]2[N:23]=[CH:22][N:21]3[CH:24]=[CH:25][CH:26]=[C:20]3[CH:19]=2)=[CH:8]1)(C)(C)C.Br[CH2:28][C:29]([NH:31][C:32]1[CH:37]=[CH:36][C:35]([F:38])=[CH:34][N:33]=1)=[O:30]>>[F:38][C:35]1[CH:36]=[CH:37][C:32]([NH:31][C:29](=[O:30])[CH2:28][O:17][C:14]2[CH:15]=[C:16]3[C:11](=[CH:12][CH:13]=2)[O:10][C:9]([C:18]2[N:23]=[CH:22][N:21]4[CH:24]=[CH:25][CH:26]=[C:20]4[CH:19]=2)=[CH:8][C:7]3=[N:6][OH:5])=[N:33][CH:34]=1. Procedure details: N-(5-Fluoro-pyridin-2-yl)-2-{4-hydroxyimino-2-pyrrolo[1,2-c]pyrimidin-3-yl-4H-chromen-6-yloxy}-acetamide was prepared in 2% overall yield using the method described in example 147, starting from 6-hydroxy-2-pyrrolo[1,2-c]pyrimidin-3-yl-chromen-4-one O-tert-butyl-oxime (example 81A) and 2-Bromo-N-(5-fluoro-pyridin-2-yl)-acetamide (Bioorg. Med. Chem. 11 (2003) 2769-2782). Reactants: COc1ccc(CSCC(N)COC(=O)C(C)(C)C)cc1, O=C(O)c1cc2cc(CO)cc([N+](=O)[O-])c2[nH]1. Product: COc1ccc(CSCC(COC(=O)C(C)(C)C)NC(=O)c2cc3cc(CO)cc([N+](=O)[O-])c3[nH]2)cc1. As a reaction SMILES: [NH2:18][CH:19]([CH2:20][O:21][C:22]([C:23]([CH3:24])([CH3:25])[CH3:26])=[O:27])[CH2:28][S:29][CH2:30][c:31]1[cH:32][cH:33][c:34]([O:37][CH3:38])[cH:35][cH:36]1.[OH:1][CH2:2][c:3]1[cH:4][c:5]2[cH:6][c:7]([C:15](=[O:16])[OH:17])[nH:8][c:9]2[c:10]([N+:12](=[O:13])[O-:14])[cH:11]1>>[OH:1][CH2:2][c:3]1[cH:4][c:5]2[cH:6][c:7]([C:15](=[O:17])[NH:18][CH:19]([CH2:20][O:21][C:22]([C:23]([CH3:24])([CH3:25])[CH3:26])=[O:27])[CH2:28][S:29][CH2:30][c:31]3[cH:32][cH:33][c:34]([O:37][CH3:38])[cH:35][cH:36]3)[nH:8][c:9]2[c:10]([N+:12](=[O:13])[O-:14])[cH:11]1. Starting materials: N[C@@H]1CN(CC12CC2)C=2N(C1=C(C=C(C=C1C(C2C(=O)O)=O)F)Cl)[C@H]2[C@H](C2)F ((7-(S)-amino-5-azaspiro[2.4]heptan-5-yl]-8-chloro-6-fluoro-1-[(1R,2S)-2-fluorocyclopropyl]-4-oxo-1,4-dihydroquinoline-3-carboxylic acid), CO (methanol). The solvent is O (water). Run at temperature 25 celsius, time 3 day. The product is O.N[C@@H]1CN(CC12CC2)C=2N(C1=C(C=C(C=C1C(C2C(=O)O)=O)F)Cl)[C@H]2[C@H](C2)F ((7-(S)-Amino-5-azaspiro[2.4]heptan-5-yl]-8-chloro-6-fluoro-1-[(1R,2S)-2-fluorocyclopropyl]-4-oxo-1,4-dihydroquinoline-3-carboxylic Acid Monohydrate). Isolated yield 172.4%. Reaction SMILES: [NH2:1][C@H:2]1[C:6]2([CH2:8][CH2:7]2)[CH2:5][N:4]([C:9]2[N:10]([C@@H:25]3[CH2:27][C@@H:26]3[F:28])[C:11]3[C:16]([C:17](=[O:22])[C:18]=2[C:19]([OH:21])=[O:20])=[CH:15][C:14]([F:23])=[CH:13][C:12]=3[Cl:24])[CH2:3]1.CO>O>[OH2:20].[NH2:1][C@H:2]1[C:6]2([CH2:7][CH2:8]2)[CH2:5][N:4]([C:9]2[N:10]([C@@H:25]3[CH2:27][C@@H:26]3[F:28])[C:11]3[C:16]([C:17](=[O:22])[C:18]=2[C:19]([OH:21])=[O:20])=[CH:15][C:14]([F:23])=[CH:13][C:12]=3[Cl:24])[CH2:3]1 |f:3.4|. Procedure: Crude crystals of 7-[(7-(S)-amino-5-azaspiro[2.4]heptan-5-yl]-8-chloro-6-fluoro-1-[(1R,2S)-2-fluorocyclopropyl]-4-oxo-1,4-dihydroquinoline-3-carboxylic acid (5 g) were added to 150 ml of an aqueous methanol having a water content of 1% or less to form a slurry. The slurry was stirred at 25° C. for 3 days. The crystals were collected by filtration and dried at room temperature under reduced pressure until it was confirmed that the weight became constant to give 4.5 g of the title compound. Starting materials: FC1=CC=C(C=O)C=C1 (4-fluorobenzaldehyde), BrC1=CC(=C(C=C1)O)C(F)(F)F (4-bromo-2-(trifluoromethyl)-benzenol). Product: BrC1=CC(=C(OC2=CC=C(C=O)C=C2)C=C1)C(F)(F)F (4-(4-bromo-2-trifluoromethyl-phenoxy)-benzaldehyde). Reaction SMILES: F[C:2]1[CH:9]=[CH:8][C:5]([CH:6]=[O:7])=[CH:4][CH:3]=1.[Br:10][C:11]1[CH:16]=[CH:15][C:14]([OH:17])=[C:13]([C:18]([F:21])([F:20])[F:19])[CH:12]=1>>[Br:10][C:11]1[CH:16]=[CH:15][C:14]([O:17][C:2]2[CH:9]=[CH:8][C:5]([CH:6]=[O:7])=[CH:4][CH:3]=2)=[C:13]([C:18]([F:19])([F:20])[F:21])[CH:12]=1. Reported procedure: Prepared analogously to Example 78a) starting from 4-fluorobenzaldehyde and 4-bromo-2-(trifluoromethyl)-benzenol. Starting materials: C[C@@]1(O[C@@H]1CCC)CO ((2R,3R)-2-Methyl-3-propyloxiranemethanol), epoxy alcohols, CCN(C(C)C)C(C)C (DIPEA), [Si](C)(C)(C(C)(C)C)OS(=O)(=O)C(F)(F)F (TBSOTf), trialkylsilyl trifluoromethanesulfonates, P(=O)([O-])([O-])[O-] (phosphate). The solvent is C(Cl)Cl (CH2Cl2), CCOCC (Et2O). Run at temperature -42 celsius, time 80 minute. Product: [Si](C)(C)(C(C)(C)C)O[C@@H]([C@H](C=O)C)CCC ((2R,3R)-3-[t-Butyldimethylsilyloxy)-2-methylhexanal). The yield is 116.2%. Reaction SMILES: [CH3:1][C@@:2]1([CH2:8][OH:9])[C@@H:4]([CH2:5][CH2:6][CH3:7])[O:3]1.CCN(C(C)C)C(C)C.[Si:19](OS(C(F)(F)F)(=O)=O)([C:22]([CH3:25])([CH3:24])[CH3:23])([CH3:21])[CH3:20].P([O-])([O-])([O-])=O>C(Cl)Cl.CCOCC>[Si:19]([O:3][C@H:4]([CH2:5][CH2:6][CH3:7])[C@@H:2]([CH3:1])[CH:8]=[O:9])([C:22]([CH3:25])([CH3:24])[CH3:23])([CH3:21])[CH3:20]. Procedure details: This is a representative procedure for the rearrangement of epoxy alcohols with trialkylsilyl trifluoromethanesulfonates. Epoxy alcohol 15 (74.3 mg, 0.4647 mmol) was dissolved in 4.0 ml of CH2Cl2, treated with 100 mg of 4 Å powdered molecular sieves, DIPEA (129 μl, 0.7419 mmol, 1.3 eq) and cooled to -42° C. TBSOTf (157.2 μl, 0.6849 mmol, 1.3 eq) was then added drop wise and stirred for 80 min at which time the solution was poured onto 20 ml of Et2O and shaken with 5 ml of pH 5.5 phosphate buffer... Reactants: ClC1=C(C=CC=C1)C(C)(C)N (1-(2-chlorophenyl)-1-methyl-ethylamine), ClC1=NC=C(C(=N1)SC#N)[N+](=O)[O-] (2-chloro-5-nitro-4-thiocyanato-pyrimidine). The product is ClC1=C(C=CC=C1)C(C)(C)NC1=NC=C(C(=N1)SC#N)[N+](=O)[O-] ([1-(2-Chlorophenyl)-1-methyl-ethyl]-(5-nitro-4-thiocyanato-pyrimidin-2-yl)-amine). RXN SMILES: [Cl:1][C:2]1[CH:7]=[CH:6][CH:5]=[CH:4][C:3]=1[C:8]([NH2:11])([CH3:10])[CH3:9].Cl[C:13]1[N:18]=[C:17]([S:19][C:20]#[N:21])[C:16]([N+:22]([O-:24])=[O:23])=[CH:15][N:14]=1>>[Cl:1][C:2]1[CH:7]=[CH:6][CH:5]=[CH:4][C:3]=1[C:8]([NH:11][C:13]1[N:18]=[C:17]([S:19][C:20]#[N:21])[C:16]([N+:22]([O-:24])=[O:23])=[CH:15][N:14]=1)([CH3:9])[CH3:10]. Procedure details: [1-(2-Chlorophenyl)-1-methyl-ethyl]-(5-nitro-4-thiocyanato-pyrimidin-2-yl)-amine was prepared by addition of the above amine to 2-chloro-5-nitro-4-thiocyanato-pyrimidine using the procedure described in Example 17. m/z calcd. C14H11N5O2S [M−H]−: 348.79. Found: 348.05. The reactants are COCCCn1c(C2CCCN(C(=O)CC(Cc3ccc4ccccc4c3)NC(=O)OC(C)(C)C)C2)nc2ccc(OC)cc21, ClCCl. Yields the product COCCCn1c(C2CCCN(C(=O)CC(N)Cc3ccc4ccccc4c3)C2)nc2ccc(OC)cc21. RXN SMILES: [CH3:1][O:2][c:3]1[cH:4][cH:5][c:6]2[c:7]([n:8]([CH2:40][CH2:41][CH2:42][O:43][CH3:44])[c:9]([CH:11]3[CH2:12][N:13]([C:17]([CH2:18][CH:19]([CH2:20][c:21]4[cH:22][c:23]5[cH:24][cH:25][cH:26][cH:27][c:28]5[cH:29][cH:30]4)[NH:31][C:32](=[O:33])[O:34][C:35]([CH3:36])([CH3:37])[CH3:38])=[O:39])[CH2:14][CH2:15][CH2:16]3)[n:10]2)[cH:45]1.[Cl:46][CH2:47][Cl:48]>>[CH3:1][O:2][c:3]1[cH:4][cH:5][c:6]2[c:7]([n:8]([CH2:40][CH2:41][CH2:42][O:43][CH3:44])[c:9]([CH:11]3[CH2:12][N:13]([C:17]([CH2:18][CH:19]([CH2:20][c:21]4[cH:22][c:23]5[cH:24][cH:25][cH:26][cH:27][c:28]5[cH:29][cH:30]4)[NH2:31])=[O:39])[CH2:14][CH2:15][CH2:16]3)[n:10]2)[cH:45]1. Starting materials: Cc1ccc(Oc2cccc(C#N)c2)nc1, CN1CCC(Oc2cccc(C#N)c2)CC1. Yields the product CN1CCC(Oc2cccc(CN)c2)CC1. Reaction SMILES: [CH3:17][c:18]1[cH:19][cH:20][c:21]([O:22][c:23]2[cH:24][c:25]([C:29]#[N:30])[cH:26][cH:27][cH:28]2)[n:31][cH:32]1.[CH3:1][N:2]1[CH2:3][CH2:4][CH:5]([O:8][c:9]2[cH:10][c:11]([C:12]#[N:13])[cH:14][cH:15][cH:16]2)[CH2:6][CH2:7]1>>[CH3:1][N:2]1[CH2:3][CH2:4][CH:5]([O:8][c:9]2[cH:10][c:11]([CH2:12][NH2:13])[cH:14][cH:15][cH:16]2)[CH2:6][CH2:7]1. Starting materials: ClCC=1C(=NC=CC1)SC1CCC1 (3-Chloromethyl-2-cyclobutylsulfanyl-pyridine), COC(CCC1=CC(=C(C=C1)O)F)=O (3-(3-fluoro-4-hydroxy-phenyl)-propionic acid methyl ester). Yields the product C1(CCC1)SC1=NC=CC=C1COC1=C(C=C(C=C1)CCC(=O)O)F (3-[4-(2-cyclobutylsulfanyl-pyridin-3-ylmethoxy)-3-fluoro-phenyl]-propionic acid). Isolated yield 81.0%. As a reaction SMILES: Cl[CH2:2][C:3]1[C:4]([S:9][CH:10]2[CH2:13][CH2:12][CH2:11]2)=[N:5][CH:6]=[CH:7][CH:8]=1.C[O:15][C:16](=[O:27])[CH2:17][CH2:18][C:19]1[CH:24]=[CH:23][C:22]([OH:25])=[C:21]([F:26])[CH:20]=1>>[CH:10]1([S:9][C:4]2[C:3]([CH2:2][O:25][C:22]3[CH:23]=[CH:24][C:19]([CH2:18][CH2:17][C:16]([OH:27])=[O:15])=[CH:20][C:21]=3[F:26])=[CH:8][CH:7]=[CH:6][N:5]=2)[CH2:13][CH2:12][CH2:11]1. Procedure details: 3-Chloromethyl-2-cyclobutylsulfanyl-pyridine (0.030 g, 0.14 mmol) obtained in Step C of Preparation Example 23 and 3-(3-fluoro-4-hydroxy-phenyl)-propionic acid methyl ester (0.030 g, 0.14 mmol) obtained in Step C of Preparation Example 6 were used to react sequentially in the same manner as in Steps A and B of Example 1 to obtain the title compound (0.041 g, 82%). Reactants: Cl.COC1=C(C=CC=C1)N1CCN(CC1)CCCNC1=C(C(=O)N(C)C)C=CC=N1 (2-{3-[4-(2-methoxyphenyl)piperazin-1-yl]propylamino}-N,N-dimethylnicotinamide hydrochloride), ClN1C(CCC1=O)=O (N-chlorosuccinimide), C(=O)([O-])[O-].[K+].[K+] (K2CO3). Run in CN(C)C=O (DMF), O (water). Run at temperature 55 celsius, time 4 hour. The product is ClC=1C=NC(=C(C(=O)N(C)C)C1)NCCCN1CCN(CC1)C1=C(C=CC=C1)OC (5-chloro-2-{3-[4-(2-methoxyphenyl)piperazin-1-yl]propylamino}-N,N-dimethylnicotinamide). Yield: 65.9%. Reaction SMILES: Cl.[CH3:2][O:3][C:4]1[CH:9]=[CH:8][CH:7]=[CH:6][C:5]=1[N:10]1[CH2:15][CH2:14][N:13]([CH2:16][CH2:17][CH2:18][NH:19][C:20]2[N:30]=[CH:29][CH:28]=[CH:27][C:21]=2[C:22]([N:24]([CH3:26])[CH3:25])=[O:23])[CH2:12][CH2:11]1.[Cl:31]N1C(=O)CCC1=O.C([O-])([O-])=O.[K+].[K+]>CN(C=O)C.O>[Cl:31][C:28]1[CH:29]=[N:30][C:20]([NH:19][CH2:18][CH2:17][CH2:16][N:13]2[CH2:12][CH2:11][N:10]([C:5]3[CH:6]=[CH:7][CH:8]=[CH:9][C:4]=3[O:3][CH3:2])[CH2:15][CH2:14]2)=[C:21]([CH:27]=1)[C:22]([N:24]([CH3:26])[CH3:25])=[O:23] |f:0.1,3.4.5|. Procedure details: A mixture of 2-{3-[4-(2-methoxyphenyl)piperazin-1-yl]propylamino}-N,N-dimethylnicotinamide hydrochloride (0.287 g, 0.66 mmol), prepared as in Example 21, in 6 mL of DMF was heated to 50° C. and N-chlorosuccinimide (0.1 g, 0.73 mmol) was added. The mixture was stirred at 55° C. for 4 hours, diluted with water and basified with K2CO3 giving a precipitate. The precipitate was extracted with diethyl ether and the ether layer was washed twice with brine, dried (MgSO4) and concentrated. The residue wa...